This data is from the Open Reaction Database (ORD), a public repository of structured organic reaction records. The task is: describe an organic reaction: reactants, conditions, products, and yield The reactants are ClC1=CC2=C(C(C3=C(CC2)C=C(C=C3)O)=O)C=C1 (2-chloro-8-hydroxy-10,11-dihydrodibenzo[a,d]cyclohepten-5-one), Cl.ClCCN1CCOCC1 (4-(2-chloroethyl)morpholine hydrochloride), C(=O)([O-])[O-].[K+].[K+] (K2CO3). Run in C(C)#N (acetonitrile). Product: ClC1=CC2=C(C(C3=C(CC2)C=C(C=C3)OCCN3CCOCC3)=O)C=C1 (2-Chloro-8-(2-morpholin-4-ylethoxy)-10,11-dihydrodibenzo[a,d]cyclohepten-5-one). As a reaction SMILES: [Cl:1][C:2]1[CH:18]=[CH:17][C:5]2[C:6](=[O:16])[C:7]3[CH:14]=[CH:13][C:12]([OH:15])=[CH:11][C:8]=3[CH2:9][CH2:10][C:4]=2[CH:3]=1.Cl.Cl[CH2:21][CH2:22][N:23]1[CH2:28][CH2:27][O:26][CH2:25][CH2:24]1.C([O-])([O-])=O.[K+].[K+]>C(#N)C>[Cl:1][C:2]1[CH:18]=[CH:17][C:5]2[C:6](=[O:16])[C:7]3[CH:14]=[CH:13][C:12]([O:15][CH2:21][CH2:22][N:23]4[CH2:28][CH2:27][O:26][CH2:25][CH2:24]4)=[CH:11][C:8]=3[CH2:9][CH2:10][C:4]=2[CH:3]=1 |f:1.2,3.4.5|. Reported procedure: For the synthesis of the title compound, 0.44 g (1.69 mmol) of 2-chloro-8-hydroxy-10,11-dihydrodibenzo[a,d]cyclohepten-5-one, 0.345 g (1.86 mmol) of 4-(2-chloroethyl)morpholine hydrochloride and 0.93 g (6.75 mmol) of K2CO3 in 15 ml of acetonitrile are reacted by method Q. C21H22ClNO3(Mr=371.87) The reactants are C(CCC)[Sn](CCCC)(CCCC)Cl (tributyltin chloride), COCCO[AlH2-]OCCOC.[Na+] (VITRIDE), [H-].COCCO[Al+]OCCOC.[Na+].[H-] (sodium bis (2-methoxyethoxy) aluminum hydride). Solvent: C(C)OCC (diethyl ether). Product: C(CCC)[SnH](CCCC)CCCC (tributyltin hydride). The yield is 45.5%. Reaction SMILES: [CH2:1]([Sn:5](Cl)([CH2:10][CH2:11][CH2:12][CH3:13])[CH2:6][CH2:7][CH2:8][CH3:9])[CH2:2][CH2:3][CH3:4].COCCO[AlH2-]OCCOC.[Na+].[H-].COCCO[Al+]OCCOC.[Na+].[H-]>C(OCC)C>[CH2:10]([SnH:5]([CH2:1][CH2:2][CH2:3][CH3:4])[CH2:6][CH2:7][CH2:8][CH3:9])[CH2:11][CH2:12][CH3:13] |f:1.2,3.4.5.6|. Procedure: Vit et al. in Eastman Organic Chemical Bulletin, 1974, vol. 46, No. 1, page 5 discloses a dehalogenation of tributyltin chloride with VITRIDE reducing agent (sodium bis (2-methoxyethoxy) aluminum hydride) in boiling diethyl ether. After a workup procedure including water quenching, ether extraction, drying, evaporation and distillation, substantially as shown by Van der Kerk supra, for the use of lithium aluminum hydride, 45.5% yield of tributyltin hydride is obtained. Although by this method tr... Starting materials: triketone 2-ethyl-2-(6-m-methoxyphenyl-5-methyl-3-oxohexyl)cyclopentane-1,3-dione, C(C)N(CCC(CC(CC1=CC(=CC=C1)OC)C)=O)CC (1-diethylamino-6-(m-methoxyphenyl)-5-methylhexan-3-one), CC(CC(C=C)=O)CC1=CC(=CC=C1)OC (5-methyl-6-(m-methoxyphenyl)hex-1-en-3-one), C(C)C1C(CCC1=O)=O (2-ethylcyclopentane-1,3-dione). Run in [OH-].[K+] (potassium hydroxide). Yields the product C(C)C1(C(CCC1=O)=O)CCC(CC(CC1=CC(=CC=C1)OC)C)=O (2-Ethyl-2-(6-m-methoxyphenyl-5-methyl-3-oxohexyl)cyclopentane-1,3-dione). Reaction SMILES: C(N(CC)[CH2:4][CH2:5][C:6](=[O:19])[CH2:7][CH:8]([CH3:18])[CH2:9][C:10]1[CH:15]=[CH:14][CH:13]=[C:12]([O:16][CH3:17])[CH:11]=1)C.CC(CC1C=CC=C(OC)C=1)CC(=O)C=C.[CH2:38]([CH:40]1[C:44](=[O:45])[CH2:43][CH2:42][C:41]1=[O:46])[CH3:39]>[OH-].[K+]>[CH2:38]([C:40]1([CH2:4][CH2:5][C:6](=[O:19])[CH2:7][CH:8]([CH3:18])[CH2:9][C:10]2[CH:15]=[CH:14][CH:13]=[C:12]([O:16][CH3:17])[CH:11]=2)[C:44](=[O:45])[CH2:43][CH2:42][C:41]1=[O:46])[CH3:39] |f:3.4|. Reported procedure: Add a mixture of 1-diethylamino-6-(m-methoxyphenyl)-5-methylhexan-3-one and 5-methyl-6-(m-methoxyphenyl)hex-1-en-3-one (6 g, prepared by slow distillation of the former substance) to 2-ethylcyclopentane-1,3-dione (3.5 g) in 0.12% methanolic potassium hydroxide (10 cc) and heat the mixture under reflux for 6 hours. Remove most of the solvent under reduced pressure and add ether (25 cc) and benzene (25 cc) to the residue. Wash the solution with 5% aqueous sodium hydroxide, water, dilute hydrochlor... Reactants: O (Water), N1C=C(C2=CC=CC=C12)C(=O)O (indole-3-carboxylic acid), C1(=CC=CC=C1)S(=O)(=O)Cl (benzenesulfonyl chloride), C(CCC)[Li] (n-butyllithium). Solvent: C(Cl)(Cl)Cl (chloroform), O1CCCC1 (tetrahydrofuran). Run at time 30 minute. Product: C1(=CC=CC=C1)S(=O)(=O)N1C=C(C2=CC=CC=C12)C(=O)O (1-(phenylsulfonyl)-1H-indole-3-carboxylic acid). Yield: 11.1%. As a reaction SMILES: [NH:1]1[C:9]2[C:4](=[CH:5][CH:6]=[CH:7][CH:8]=2)[C:3]([C:10]([OH:12])=[O:11])=[CH:2]1.C([Li])CCC.[C:18]1([S:24](Cl)(=[O:26])=[O:25])[CH:23]=[CH:22][CH:21]=[CH:20][CH:19]=1.O>O1CCCC1.C(Cl)(Cl)Cl>[C:18]1([S:24]([N:1]2[C:9]3[C:4](=[CH:5][CH:6]=[CH:7][CH:8]=3)[C:3]([C:10]([OH:12])=[O:11])=[CH:2]2)(=[O:26])=[O:25])[CH:23]=[CH:22][CH:21]=[CH:20][CH:19]=1. Procedure: 4.8 mg of indole-3-carboxylic acid was dissolved in 1 mL of tetrahydrofuran, 0.042 mL of n-butyllithium (1.58 M hexane solution) was added to the solution at 0° C., the resulting mixture was stirred for 30 minutes. Then 5.3 mg of benzenesulfonyl chloride was added to the mixture, and the resulting mixture was stirred at 0° C. overnight. Water and chloroform were added to the mixture, the organic layer was separated and concentrated under reduced pressure, and the residue was purified by HPLC to ...